This data is from the Open Reaction Database (ORD), a public repository of structured organic reaction records. The task is: describe an organic reaction: reactants, conditions, products, and yield Reactants: IC1=CC=C(C=O)C=C1 (4-iodobenzaldehyde), C(C)(=O)SCC1=CC=C(C=C1)C#C (1-[4-(S-Acetylthiomethyl)phenyl]acetylene). The reagents and catalysts are [Cu]I (CuI), Cl[Pd]([P](C1=CC=CC=C1)(C2=CC=CC=C2)C3=CC=CC=C3)([P](C4=CC=CC=C4)(C5=CC=CC=C5)C6=CC=CC=C6)Cl (Pd(PPh3)2Cl2). Conditions: time 3 minute. The product is C(=O)C1=CC=C(C=C1)C#CC1=CC=C(C=C1)CSC(C)=O (2-(4-Formylphenyl)-1-[4-(S-acetylthiomethyl)phenyl)acetylene). The yield is 88.3%. RXN SMILES: I[C:2]1[CH:9]=[CH:8][C:5]([CH:6]=[O:7])=[CH:4][CH:3]=1.[C:10]([S:13][CH2:14][C:15]1[CH:20]=[CH:19][C:18]([C:21]#[CH:22])=[CH:17][CH:16]=1)(=[O:12])[CH3:11]>[Cu]I.Cl[Pd](Cl)([P](C1C=CC=CC=1)(C1C=CC=CC=1)C1C=CC=CC=1)[P](C1C=CC=CC=1)(C1C=CC=CC=1)C1C=CC=CC=1>[CH:6]([C:5]1[CH:8]=[CH:9][C:2]([C:22]#[C:21][C:18]2[CH:19]=[CH:20][C:15]([CH2:14][S:13][C:10](=[O:12])[CH3:11])=[CH:16][CH:17]=2)=[CH:3][CH:4]=1)=[O:7] |^1:27,46|. Procedure details: Samples of 4-iodobenzaldehyde (1.18 g, 5.00 mmol), 7 (950 mg, 5.00 mmol), CuI (52 mg, 270 μmol) and Pd(PPh3)2Cl2 (23 mg, 33 μmol) were placed in a Schlenk flask. The flask was evacuated via vacuum pump for 3 min and then the flask was backflushed with argon for 3 min. The process of evacuation and flushing was repeated 3 times. At this point the argon flow rate was increased and the threaded stopcock was removed. Deareated THF (5.0 mL) and DIEA (5.0 mL) were added in succession to the flask by g... The reactants are TEA, COC(=O)N[C@@H](C(C)C)C(=O)O (N-methoxycarbonyl-(L)-valine), C(CCl)Cl (EDC), C=1C=CC2=C(C1)N=NN2O (HOBT), S1C(=NC=C1)C1=CC=C(C=C1)CN(C[C@@H]([C@H](CC1=CC=CC=C1)N)O)NC(=O)OC(C)(C)C (1-[4-(thiazol-2-yl)-phenyl]-4(S)-hydroxy-2-(tert-butoxycarbonyl)amino-5(S)-amino-6-phenyl-2-azahexane). Run in CN(C)C=O (DMF), CN(C)C=O (DMF). Reaction conditions: time 45 minute. Yields the product S1C(=NC=C1)C1=CC=C(C=C1)CN(C[C@@H]([C@H](CC1=CC=CC=C1)NC([C@@H](NC(=O)OC)C(C)C)=O)O)NC(=O)OC(C)(C)C (1-[4-(Thiazol-2-yl)-phenyl]4(S)-hydroxy-2-(tert-butoxycarbonyl)amino-5(S)-N-(N-methoxycarbonyl-(L)-valyl)amino-6-phenyl-2-azahexane). As a reaction SMILES: [CH3:1][O:2][C:3]([NH:5][C@H:6]([C:10]([OH:12])=O)[CH:7]([CH3:9])[CH3:8])=[O:4].C(Cl)CCl.C1C=CC2N(O)N=NC=2C=1.[S:27]1[CH:31]=[CH:30][N:29]=[C:28]1[C:32]1[CH:37]=[CH:36][C:35]([CH2:38][N:39]([NH:52][C:53]([O:55][C:56]([CH3:59])([CH3:58])[CH3:57])=[O:54])[CH2:40][C@H:41]([OH:51])[C@@H:42]([NH2:50])[CH2:43][C:44]2[CH:49]=[CH:48][CH:47]=[CH:46][CH:45]=2)=[CH:34][CH:33]=1>CN(C=O)C>[S:27]1[CH:31]=[CH:30][N:29]=[C:28]1[C:32]1[CH:37]=[CH:36][C:35]([CH2:38][N:39]([NH:52][C:53]([O:55][C:56]([CH3:59])([CH3:58])[CH3:57])=[O:54])[CH2:40][C@H:41]([OH:51])[C@@H:42]([NH:50][C:10](=[O:12])[C@H:6]([CH:7]([CH3:8])[CH3:9])[NH:5][C:3]([O:2][CH3:1])=[O:4])[CH2:43][C:44]2[CH:49]=[CH:48][CH:47]=[CH:46][CH:45]=2)=[CH:34][CH:33]=1. Procedure: Under a nitrogen atmosphere, 1.4 g (8.0 mmol) of N-methoxycarbonyl-(L)-valine, 2.87 g (15 mmol) of EDC and 1.35 g (10 mmol) of HOBT are dissolved in 22 ml of DMF. After 45 min, 4.2 ml (30 mmol) of TEA are added and then a solution of 2.34 g (5.0 mmol) of 1-[4-(thiazol-2-yl)-phenyl]-4(S)-hydroxy-2-(tert-butoxycarbonyl)amino-5(S)-amino-6-phenyl-2-azahexane in 45 ml of DMF is added dropwise. After 1.5 hours, the reaction mixture is concentrated by evaporation; the residue is taken up in methylene c...